This data is from the Open Reaction Database (ORD), a public repository of structured organic reaction records. The task is: describe an organic reaction: reactants, conditions, products, and yield The reactants are COc1cc(Br)ccc1OCC1(O)CC(F)(F)C1, CNCCNC, O=c1cc(C=Cc2ccc(Cl)cc2)nc[nH]1, [Cu]I, CN(C)C=O. The product is COc1cc(-n2cnc(C=Cc3ccc(Cl)cc3)cc2=O)ccc1OCC1(O)CC(F)(F)C1. Reaction SMILES: [Br:23][c:24]1[cH:25][c:26]([O:39][CH3:40])[c:27]([O:28][CH2:29][C:30]2([OH:36])[CH2:31][C:32]([F:34])([F:35])[CH2:33]2)[cH:37][cH:38]1.[CH3:1][NH:2][CH2:3][CH2:4][NH:5][CH3:6].[Cl:7][c:8]1[cH:9][cH:10][c:11]([CH:12]=[CH:13][c:14]2[cH:15][c:16](=[O:20])[nH:17][cH:18][n:19]2)[cH:21][cH:22]1.[Cu:46][I:47].[O:41]=[CH:42][N:43]([CH3:44])[CH3:45]>>[Cl:7][c:8]1[cH:9][cH:10][c:11]([CH:12]=[CH:13][c:14]2[cH:15][c:16](=[O:20])[n:17](-[c:24]3[cH:25][c:26]([O:39][CH3:40])[c:27]([O:28][CH2:29][C:30]4([OH:36])[CH2:31][C:32]([F:34])([F:35])[CH2:33]4)[cH:37][cH:38]3)[cH:18][n:19]2)[cH:21][cH:22]1. The reactants are ClC1=CC=C(C=C1)N1C(=C(C=C1)C(F)(F)F)COC1=C(C=C(C=C1F)CCC(=O)O)F (3-(4-((1-(4-chlorophenyl)-3-(trifluoromethyl)-1H-pyrrol-2-yl)methoxy)-3,5-difluorophenyl)propanoic acid), S(=O)(Cl)Cl (thionyl chloride), CO (methanol). Conditions: time 3 hour. Yields the product ClC1=CC=C(C=C1)N1C(=C(C=C1)C(F)(F)F)COC1=C(C=C(C=C1F)CCC(=O)OC)F (Methyl 3-(4-{[1-(4-chlorophenyl)-3-(trifluoromethyl)-1H-pyrrol-2-yl]methoxy}-3,5-difluorophenyl)propanoate). RXN SMILES: [Cl:1][C:2]1[CH:7]=[CH:6][C:5]([N:8]2[CH:12]=[CH:11][C:10]([C:13]([F:16])([F:15])[F:14])=[C:9]2[CH2:17][O:18][C:19]2[C:24]([F:25])=[CH:23][C:22]([CH2:26][CH2:27][C:28]([OH:30])=[O:29])=[CH:21][C:20]=2[F:31])=[CH:4][CH:3]=1.S(Cl)(Cl)=O.[CH3:36]O>>[Cl:1][C:2]1[CH:3]=[CH:4][C:5]([N:8]2[CH:12]=[CH:11][C:10]([C:13]([F:16])([F:15])[F:14])=[C:9]2[CH2:17][O:18][C:19]2[C:20]([F:31])=[CH:21][C:22]([CH2:26][CH2:27][C:28]([O:30][CH3:36])=[O:29])=[CH:23][C:24]=2[F:25])=[CH:6][CH:7]=1. Procedure: To a solution of the product prepared in Example 1 (1.10 g, 2.39 mmol, 1 eq) in methanol (20 mL) at room temperature was added thionyl chloride (0.027 mL, 0.36 mmol, 0.15 eq). After stirring the resulting mixture for 3 hrs, the solution was concentrated. Purification of the mixture by chromatography (40 g) eluting with 2 to 10% ethyl acetate//heptane yielded the title compound. Reactants: C(C1CO1)OC1=C(C=CC=C1)OCCCC (2-n-butoxyphenyl glycidyl ether), C(C1=CC=CC=C1)NCCNC1=CC(N(C(N1C)=O)C)=O (N-benzyl-N'-[1,3-dimethyl-2,4-dioxopyrimid-6-yl]ethylenediamine). Solvent: C(C)O (ethanol). Reaction conditions: time 10 hour. Yields the product C(CCC)OC1=C(OCC(CNCCNC2=CC(N(C(N2C)=O)C)=O)O)C=CC=C1 (N-[3-(o-Butoxyphenoxy)-2-hydroxypropyl]-N'-[1,3-dimethyl-2,4-dioxopyrimid-6-yl]ethylenediamine). The yield is 74.0%. Reaction SMILES: [CH2:1]([O:5][C:6]1[CH:11]=[CH:10][CH:9]=[CH:8][C:7]=1[O:12][CH2:13][CH2:14][CH2:15][CH3:16])[CH:2]1[O:4][CH2:3]1.C([NH:24][CH2:25][CH2:26][NH:27][C:28]1[N:33]([CH3:34])[C:32](=[O:35])[N:31]([CH3:36])[C:30](=[O:37])[CH:29]=1)C1C=CC=CC=1>C(O)C>[CH2:13]([O:12][C:7]1[CH:8]=[CH:9][CH:10]=[CH:11][C:6]=1[O:5][CH2:1][CH:2]([OH:4])[CH2:3][NH:24][CH2:25][CH2:26][NH:27][C:28]1[N:33]([CH3:34])[C:32](=[O:35])[N:31]([CH3:36])[C:30](=[O:37])[CH:29]=1)[CH2:14][CH2:15][CH3:16]. Procedure: 4.5 g of 2-n-butoxyphenyl glycidyl ether ##STR27## are heated under reflux together with 5.8 g of N-benzyl-N'-[1,3-dimethyl-2,4-dioxopyrimid-6-yl]ethylenediamine ##STR28## (in 150 ml of ethanol) for 2 hours. The resulting solution is then cooled and concentrated in vacuo. A resinous residue remains. This residue is dissolved in 150 ml of dioxane (without further purification) and then hydrogenated with H2 in the presence of Pd/C at 20° C. for 10 hours. The catalyst is then filtered of; the filtr... The reactants are COc1ccc(Nc2nc(C=O)cs2)cc1, CCO, [Cl-], N, [NH4+], O=C(O)CN1C(=O)CSC1=S. Yields the product COc1ccc(Nc2nc(C=C3SC(=S)N(CC(=O)O)C3=O)cs2)cc1. As a reaction SMILES: [CH3:1][O:2][c:3]1[cH:4][cH:5][c:6]([NH:9][c:10]2[s:11][cH:12][c:13]([CH:15]=[O:16])[n:14]2)[cH:7][cH:8]1.[CH3:31][CH2:32][OH:33].[Cl-:28].[NH3:30].[NH4+:29].[S:17]1[C:18](=[S:19])[N:20]([CH2:24][C:25](=[O:26])[OH:27])[C:21](=[O:22])[CH2:23]1>>[CH3:1][O:2][c:3]1[cH:4][cH:5][c:6]([NH:9][c:10]2[s:11][cH:12][c:13]([CH:15]=[C:23]3[S:17][C:18](=[S:19])[N:20]([CH2:24][C:25](=[O:26])[OH:27])[C:21]3=[O:22])[n:14]2)[cH:7][cH:8]1.